The task is: describe an organic reaction: reactants, conditions, products, and yield. This data is from the Open Reaction Database (ORD), a public repository of structured organic reaction records. Starting materials: COC(CC=1C=C(C(=CC1)OC)C1=C(C=C(C=C1)C(F)(F)F)CBr)=O ((2′-bromomethyl-6-methoxy-4′-trifluoromethyl-biphenyl-3-yl)-acetic acid methyl ester), CC=1NCCN1 (2-methyl-2-imidazoline), [H-].[Na+] (sodium hydride). Run in CN(C)C=O (DMF). Run at time 2 hour. Yields the product COC(CC=1C=C(C(=CC1)OC)C1=C(C=C(C=C1)C(F)(F)F)CN1C(=NCC1)C)=O ([6-Methoxy-2′-(2-methyl-4,5-dihydro-imidazol-1-ylmethyl)-4′-trifluoromethyl-biphenyl-3-yl]-acetic acid methyl ester). Reaction SMILES: [CH3:1][O:2][C:3](=[O:25])[CH2:4][C:5]1[CH:6]=[C:7]([C:13]2[CH:18]=[CH:17][C:16]([C:19]([F:22])([F:21])[F:20])=[CH:15][C:14]=2[CH2:23]Br)[C:8]([O:11][CH3:12])=[CH:9][CH:10]=1.[CH3:26][C:27]1[NH:28][CH2:29][CH2:30][N:31]=1.[H-].[Na+]>CN(C=O)C>[CH3:1][O:2][C:3](=[O:25])[CH2:4][C:5]1[CH:6]=[C:7]([C:13]2[CH:18]=[CH:17][C:16]([C:19]([F:22])([F:21])[F:20])=[CH:15][C:14]=2[CH2:23][N:31]2[CH2:30][CH2:29][N:28]=[C:27]2[CH3:26])[C:8]([O:11][CH3:12])=[CH:9][CH:10]=1 |f:2.3|. Procedure details: To (2′-bromomethyl-6-methoxy-4′-trifluoromethyl-biphenyl-3-yl)-acetic acid methyl ester (0.070 g, 0.17 mmol) and 2-methyl-2-imidazoline (0.017 g, 0.18 mmol) in DMF (1 mL) at 0° C. was added sodium hydride (60% in mineral oil; 0.011 g, 0.18 mmol), and the reaction was stirred for 2 hours. After work-up with EtOAc, H2O, and citric acid, the combined organic layers were dried over MgSO4, filtered, and concentrated to give the title compound. Reactants: CC(=O)O (HOAc), CN1CC[C@]23C4=C5C=CC(=C4O[C@H]2C(=CC=C3[C@H]1C5)OC)O (oripavine), final solution, C(C)(=O)OO (peroxyacetic acid), OO (H2O2). Solvent: O (water). Reaction conditions: temperature 35 celsius, time 30 minute. Product: CN1CC[C@]23C=4C5=CC=C(C4O[C@H]2C(=O)CC[C@]3([C@H]1C5)O)O (oxymorphone). As a reaction SMILES: [CH3:1][C:2]([OH:4])=O.[CH3:5][N:6]1[C@@H]2[CH2:23][C:11]3[CH:12]=[CH:13][C:14]([OH:26])=[C:15]4[O:16][C@H:17]5[C:18]([O:24]C)=[CH:19][CH:20]=C2[C@:9]5([C:10]=34)[CH2:8][CH2:7]1.C(OO)(=O)C.OO>O>[CH3:5][N:6]1[C@@H:1]2[CH2:23][C:11]3=[CH:12][CH:13]=[C:14]([OH:26])[C:15]4[O:16][C@H:17]5[C:18]([CH2:19][CH2:20][C@:2]2([OH:4])[C@:9]5([C:10]=43)[CH2:8][CH2:7]1)=[O:24]. Reported procedure: HOAc (30 mL) and water (120 mL) were added to a 250 mL flask (pH=2.6, ˜150 mL). With the agitator on, oripavine (30.00 g, assayed to be 96% wt/wt, containing oripavine 97 mmol) was charged to the flask (final pH=3.66). Heat was released and the final solution reached 25° C. from 20° C., pH=3.66. The reaction mixture was cooled to 5° C. to 10° C., and, CH3CO3H (23.4 g, containing 33% wt/wt peroxyacetic acid and 5.34% H2O2 containing 97 mmol peracetic acid) was added over 10 minutes. Heat was rele... Reactants: FC1=C(C(=O)NC=2C(NC=CC2)=O)C=CC=C1 (3-(2-Fluorobenzoylamino)-2-pyridone), C=1(C(=CC=CC1)C)C (xylene), P12(=S)SP3(=S)SP(=S)(S1)SP(=S)(S2)S3 (phosphorus pentasulfide). Run in N1=CC=CC=C1 (pyridine). The product is FC1=C(C=CC=C1)C=1SC2=NC=CC=C2N1 (2-(2-fluorophenyl)thiazolo[5,4-b]pyridine). RXN SMILES: [F:1][C:2]1[CH:17]=[CH:16][CH:15]=[CH:14][C:3]=1[C:4]([NH:6][C:7]1[C:8](=O)[NH:9][CH:10]=[CH:11][CH:12]=1)=O.C1(C)C(C)=CC=CC=1.P12(SP3(SP(SP(S3)(S1)=S)(=S)S2)=S)=[S:27]>N1C=CC=CC=1>[F:1][C:2]1[CH:17]=[CH:16][CH:15]=[CH:14][C:3]=1[C:4]1[S:27][C:8]2[C:7]([N:6]=1)=[CH:12][CH:11]=[CH:10][N:9]=2. Procedure: 3-(2-Fluorobenzoylamino)-2-pyridone (2 g.), 60 ml. of xylene and 15 ml. of pyridine were heated until solution was complete. To this solution was added 6.5 grams of phosphorus pentasulfide and the mixture was heated at reflux for 16 hours. The reaction mixture was decanted from a gummy residue while hot, and the solvents were concentrated to dryness. The crystalline residue was recrystallized from ethanol to give 2-(2-fluorophenyl)thiazolo[5,4-b]pyridine, m.p. 119-121° C. Reported procedure: This compound, m.p. 234.5°-236.5° C., was prepared analogous to Example 15 from 4-[(2,3-dihydro-1-methyl-2-oxo-1H-imidazo[4,5-b]quinolin-7-yl)oxy]butanoic acid and N-methylcycloheptylamine. Yields the product C1(CCCCCC1)N(C(CCCOC1=CC=2C=C3C(=NC2C=C1)NC(N3C)=O)=O)C (N-Cycloheptyl-4-[(2,3-dihydro-1-methyl-2-oxo-1H-imidazo[4,5-b]quinolin-7-yl)oxy]-N-methylbutanamide). Reactants: CN1C(NC2=NC=3C=CC(=CC3C=C21)OCCCC(=O)O)=O (4-[(2,3-dihydro-1-methyl-2-oxo-1H-imidazo[4,5-b]quinolin-7-yl)oxy]butanoic acid), CNC1CCCCCC1 (N-methylcycloheptylamine). RXN SMILES: [CH3:1][N:2]1[C:14]2[C:5](=[N:6][C:7]3[CH:8]=[CH:9][C:10]([O:15][CH2:16][CH2:17][CH2:18][C:19]([OH:21])=O)=[CH:11][C:12]=3[CH:13]=2)[NH:4][C:3]1=[O:22].[CH3:23][NH:24][CH:25]1[CH2:31][CH2:30][CH2:29][CH2:28][CH2:27][CH2:26]1>>[CH:25]1([N:24]([CH3:23])[C:19](=[O:21])[CH2:18][CH2:17][CH2:16][O:15][C:10]2[CH:9]=[CH:8][C:7]3[N:6]=[C:5]4[NH:4][C:3](=[O:22])[N:2]([CH3:1])[C:14]4=[CH:13][C:12]=3[CH:11]=2)[CH2:31][CH2:30][CH2:29][CH2:28][CH2:27][CH2:26]1. Reactants: CCc1[nH]c(C(=O)NC2CCN(c3cccc(C(=O)OC(C)(C)C)c3)CC2OC)nc1C(F)(F)F, ClCCl, O=C(O)C(F)(F)F. Yields the product CCc1[nH]c(C(=O)NC2CCN(c3cccc(C(=O)O)c3)CC2OC)nc1C(F)(F)F. As a reaction SMILES: [CH2:1]([CH3:2])[c:3]1[c:4]([C:32]([F:33])([F:34])[F:35])[n:5][c:6]([C:8](=[O:9])[NH:10][CH:11]2[CH:12]([O:30][CH3:31])[CH2:13][N:14]([c:17]3[cH:18][c:19]([C:20](=[O:21])[O:22][C:23]([CH3:24])([CH3:25])[CH3:26])[cH:27][cH:28][cH:29]3)[CH2:15][CH2:16]2)[nH:7]1.[Cl:43][CH2:44][Cl:45].[OH:36][C:37]([C:38]([F:39])([F:40])[F:41])=[O:42]>>[CH2:1]([CH3:2])[c:3]1[c:4]([C:32]([F:33])([F:34])[F:35])[n:5][c:6]([C:8](=[O:9])[NH:10][CH:11]2[CH:12]([O:30][CH3:31])[CH2:13][N:14]([c:17]3[cH:18][c:19]([C:20](=[O:21])[OH:22])[cH:27][cH:28][cH:29]3)[CH2:15][CH2:16]2)[nH:7]1.